This data is from the Open Reaction Database (ORD), a public repository of structured organic reaction records. The task is: describe an organic reaction: reactants, conditions, products, and yield Starting materials: BrC=1SC=C(N1)Br (2,4-dibromothiazole), C(=O)([O-])[O-].[Na+].[Na+] (Na2CO3), C(=C)(C)B(O)O (isopropenylboronic acid), COCCOC (DME). Reagents/catalysts: C=1C=CC(=CC1)[P](C=2C=CC=CC2)(C=3C=CC=CC3)[Pd]([P](C=4C=CC=CC4)(C=5C=CC=CC5)C=6C=CC=CC6)([P](C=7C=CC=CC7)(C=8C=CC=CC8)C=9C=CC=CC9)[P](C=1C=CC=CC1)(C=1C=CC=CC1)C=1C=CC=CC1 (Pd(PPh3)4). Solvent: CCO (EtOH). Reaction conditions: temperature 100 celsius. Product: BrC=1N=C(SC1)C(=C)C (4-bromo-2-isopropenyl-1,3-thiazole). As a reaction SMILES: Br[C:2]1[S:3][CH:4]=[C:5]([Br:7])[N:6]=1.[C:8](B(O)O)([CH3:10])=[CH2:9].COCCOC.C([O-])([O-])=O.[Na+].[Na+]>C1C=CC([P]([Pd]([P](C2C=CC=CC=2)(C2C=CC=CC=2)C2C=CC=CC=2)([P](C2C=CC=CC=2)(C2C=CC=CC=2)C2C=CC=CC=2)[P](C2C=CC=CC=2)(C2C=CC=CC=2)C2C=CC=CC=2)(C2C=CC=CC=2)C2C=CC=CC=2)=CC=1.CCO>[Br:7][C:5]1[N:6]=[C:2]([C:8]([CH3:10])=[CH2:9])[S:3][CH:4]=1 |f:3.4.5,^1:29,31,50,69|. Procedure: In a tube were placed 2,4-dibromothiazole (100 mg, 0.411 mmol), isopropenylboronic acid (39 mg, 0.452 mmol), DME (1.625 mL), EtOH (563 μL), and 1M aqueous Na2CO3 (1.03 mL, 1.03 mmol). The mixture was degassed with N2. Next, Pd(PPh3)4 (24 mg, 0.0206 mmol) was added and the mixture was degassed again with N2. The tube was sealed and heated at 100° C. for 2 hours. The reaction was then cooled to room temperature, diluted with EtOAc (50 mL), and washed with water and brine (15 mL each). The organic ... The reactants are Fc1cccnc1Cl, [K+], [K+], O=C([O-])[O-], CN(C)C=O, O, c1cn[nH]c1. Product: Clc1ncccc1-n1cccn1. RXN SMILES: [Cl:1][c:2]1[n:3][cH:4][cH:5][cH:6][c:7]1[F:8].[K+:14].[K+:15].[O-:16][C:17]([O-:18])=[O:19].[O:21]=[CH:22][N:23]([CH3:24])[CH3:25].[OH2:20].[nH:9]1[n:10][cH:11][cH:12][cH:13]1>>[Cl:1][c:2]1[n:3][cH:4][cH:5][cH:6][c:7]1-[n:9]1[n:10][cH:11][cH:12][cH:13]1. Reactants: ClC=1C=C(C=NC1)C1=NC(=CC2=C1N(C(=N2)N2[C@@H](COCC2)C2=CC=CC=C2)C[C@@H]2CC[C@H](CC2)C)C2=NC(=CC=C2)OC (4-(5-chloropyridin-3-yl)-6-(6-methoxypyridin-2-yl)-3-[(trans-4-methylcyclohexyl)methyl]-2-[(3R)-3-phenylmorpholin-4-yl]-3H-imidazo[4,5-c]pyridine), O.C1(=CC=C(C=C1)S(=O)(=O)O)C (p-toluenesulfonic acid monohydrate), [Cl-].[Li+] (lithium chloride). The solvent is CC(=O)N(C)C (DMA), O (water). Conditions: temperature 100 celsius. Product: ClC=1C=C(C=NC1)C1=NC(=CC2=C1N(C(=N2)N2[C@@H](COCC2)C2=CC=CC=C2)C[C@@H]2CC[C@H](CC2)C)C2=CC=CC(N2)=O (6-{4-(5-chloropyridin-3-yl)-3-[(trans-4-methylcyclohexyl)methyl]-2-[(3R)-3-phenylmorpholin-4-yl]-3H-imidazo[4,5-c]pyridin-6-yl}pyridin-2(1H)-one). As a reaction SMILES: [Cl:1][C:2]1[CH:3]=[C:4]([C:8]2[C:13]3[N:14]([CH2:29][C@H:30]4[CH2:35][CH2:34][C@H:33]([CH3:36])[CH2:32][CH2:31]4)[C:15]([N:17]4[CH2:22][CH2:21][O:20][CH2:19][C@H:18]4[C:23]4[CH:28]=[CH:27][CH:26]=[CH:25][CH:24]=4)=[N:16][C:12]=3[CH:11]=[C:10]([C:37]3[CH:42]=[CH:41][CH:40]=[C:39]([O:43]C)[N:38]=3)[N:9]=2)[CH:5]=[N:6][CH:7]=1.O.C1(C)C=CC(S(O)(=O)=O)=CC=1.[Cl-].[Li+]>CC(N(C)C)=O.O>[Cl:1][C:2]1[CH:3]=[C:4]([C:8]2[C:13]3[N:14]([CH2:29][C@H:30]4[CH2:31][CH2:32][C@H:33]([CH3:36])[CH2:34][CH2:35]4)[C:15]([N:17]4[CH2:22][CH2:21][O:20][CH2:19][C@H:18]4[C:23]4[CH:24]=[CH:25][CH:26]=[CH:27][CH:28]=4)=[N:16][C:12]=3[CH:11]=[C:10]([C:37]3[NH:38][C:39](=[O:43])[CH:40]=[CH:41][CH:42]=3)[N:9]=2)[CH:5]=[N:6][CH:7]=1 |f:1.2,3.4|. Procedure: A mixture of 4-(5-chloropyridin-3-yl)-6-(6-methoxypyridin-2-yl)-3-[(trans-4-methylcyclohexyl)methyl]-2-[(3R)-3-phenylmorpholin-4-yl]-3H-imidazo[4,5-c]pyridine (63.0 mg, 0.104 mmol), p-toluenesulfonic acid monohydrate (198 mg, 1.04 mmol), and lithium chloride (44.1 mg, 1.04 mmol) in DMA (1.0 mL) was heated at 100° C. for 24 hours under a nitrogen atmosphere. The reaction mixture was cooled to room temperature and diluted with water (10 mL). The reaction mixture was extracted with dichloromethane ... Reactants: NCC=1C(=CC(=C(C1)C=1NC(N(N1)C1=CC=C(C=C1)C(F)(F)F)=O)Cl)OC (5-(5-(aminomethyl)-2-chloro-4-methoxyphenyl)-2-(4-(trifluoromethyl)phenyl)-2H-1,2,4-triazol-3(4H)-one), C(C(C)(C)C)(=O)Cl (pivaloyl chloride), TEA. Run in C1CCOC1 (THF). Product: ClC1=CC(=C(CNC(C(C)(C)C)=O)C=C1C1=NN(C(N1)=O)C1=CC=C(C=C1)C(F)(F)F)OC (N-(4-Chloro-5-(1-(4-(trifluoromethyl)phenyl)-4,5-dihydro-5-oxo-1H-1,2,4-triazol-3-yl)-2-methoxybenzyl)pivalamide). Reaction SMILES: [NH2:1][CH2:2][C:3]1[C:4]([O:26][CH3:27])=[CH:5][C:6]([Cl:25])=[C:7]([C:9]2[NH:10][C:11](=[O:24])[N:12]([C:14]3[CH:19]=[CH:18][C:17]([C:20]([F:23])([F:22])[F:21])=[CH:16][CH:15]=3)[N:13]=2)[CH:8]=1.[C:28](Cl)(=[O:33])[C:29]([CH3:32])([CH3:31])[CH3:30]>C1COCC1>[Cl:25][C:6]1[C:7]([C:9]2[NH:10][C:11](=[O:24])[N:12]([C:14]3[CH:15]=[CH:16][C:17]([C:20]([F:23])([F:21])[F:22])=[CH:18][CH:19]=3)[N:13]=2)=[CH:8][C:3]([CH2:2][NH:1][C:28](=[O:33])[C:29]([CH3:32])([CH3:31])[CH3:30])=[C:4]([O:26][CH3:27])[CH:5]=1. Procedure details: The title compound was prepared according to the procedure described in Example-108 by using 5-(5-(aminomethyl)-2-chloro-4-methoxyphenyl)-2-(4-(trifluoromethyl)phenyl)-2H-1,2,4-triazol-3(4H)-one (Intermediate-79, 0.200 g), pivaloyl chloride (0.2 mL), TEA (2.0 mL), dry THF (5 mL) to afford 0.015 g of the desired product. 1H NMR (300 MHz, CDCl3): δ 1.15 (s, 9H), 3.91 (s, 3H), 4.22 (m, 2H), 7.26 (s, 1H), 7.42 (s, 1H), 7.87 (m, 2H), 7.99 (m, 1H), 8.15 (m, 2H), 12.57 (s, 1H); MS (m/z): 483.38 (M+H)+. The reactants are CC(C)COc1cccc2sc(C(=O)O)cc12, Cl, Cl, Cl, NC1CCN(CCN2CCCCC2)CC1. The product is CC(C)COc1cccc2sc(C(=O)NC3CCN(CCN4CCCCC4)CC3)cc12. RXN SMILES: [CH2:1]([CH:2]([CH3:3])[CH3:4])[O:5][c:6]1[cH:7][cH:8][cH:9][c:10]2[s:11][c:12]([C:15](=[O:16])[OH:17])[cH:13][c:14]12.[ClH:18].[ClH:19].[ClH:20].[N:21]1([CH2:27][CH2:28][N:29]2[CH2:30][CH2:31][CH:32]([NH2:35])[CH2:33][CH2:34]2)[CH2:22][CH2:23][CH2:24][CH2:25][CH2:26]1>>[CH2:1]([CH:2]([CH3:3])[CH3:4])[O:5][c:6]1[cH:7][cH:8][cH:9][c:10]2[s:11][c:12]([C:15](=[O:17])[NH:35][CH:32]3[CH2:31][CH2:30][N:29]([CH2:28][CH2:27][N:21]4[CH2:22][CH2:23][CH2:24][CH2:25][CH2:26]4)[CH2:34][CH2:33]3)[cH:13][c:14]12. Reactants: O[C@@H]1[C@](CC2=CC=CC=C12)(C=1CC2=CC=CC=C2C1)CC1=CC=C(C(=O)NC)C=C1 (4-{[(1′R,2′R)-1′-hydroxy-1′,3′-dihydro-1H,2′H-2,2′-biinden-2′-yl]methyl}-N-methylbenzamide), C1CCC(CC1)N=C=NC2CCCCC2 (DCC), C(=O)(OCC1C2=CC=CC=C2C2=CC=CC=C12)N[C@@H](CC(C)C)C(=O)O (Fmoc leucine). Reagents/catalysts: CN(C)C=1C=CN=CC1 (DMAP). Solvent: C(C)(=O)OCC (ethyl acetate). Run at time 12 hour. Yields the product N[C@@H](CC(C)C)C(=O)O[C@@H]1[C@](CC2=CC=CC=C12)(C=1CC2=CC=CC=C2C1)CC1=CC=C(C=C1)C(NC)=O ((1R,2R)-2-[4-(methylcarbamoyl)benzyl]-2,3-dihydro-1H,1′H-2,2′-biinden-1-yl L-leucinate). The yield is 51.7%. RXN SMILES: [OH:1][C@H:2]1[C:10]2[C:5](=[CH:6][CH:7]=[CH:8][CH:9]=2)[CH2:4][C@:3]1([CH2:20][C:21]1[CH:30]=[CH:29][C:24]([C:25]([NH:27][CH3:28])=[O:26])=[CH:23][CH:22]=1)[C:11]1[CH2:12][C:13]2[C:18]([CH:19]=1)=[CH:17][CH:16]=[CH:15][CH:14]=2.C1CCC(N=C=NC2CCCCC2)CC1.C([NH:63][C@H:64]([C:69](O)=[O:70])[CH2:65][CH:66]([CH3:68])[CH3:67])(OCC1C2C(=CC=CC=2)C2C1=CC=CC=2)=O>CN(C1C=CN=CC=1)C.C(OCC)(=O)C>[NH2:63][C@H:64]([C:69]([O:1][C@H:2]1[C:10]2[C:5](=[CH:6][CH:7]=[CH:8][CH:9]=2)[CH2:4][C@:3]1([CH2:20][C:21]1[CH:30]=[CH:29][C:24]([C:25](=[O:26])[NH:27][CH3:28])=[CH:23][CH:22]=1)[C:11]1[CH2:12][C:13]2[C:18]([CH:19]=1)=[CH:17][CH:16]=[CH:15][CH:14]=2)=[O:70])[CH2:65][CH:66]([CH3:68])[CH3:67]. Reported procedure: To a solution of 4-{[(1′R,2′R)-1′-hydroxy-1′,3′-dihydro-1H,2′H-2,2′-biinden-2′-yl]methyl}-N-methylbenzamide (15, 150 mg, 0.38 mmol), DCC (94 mg, 0.45 mmol) and DMAP (5 mg, 0.038 mmol) in ethyl acetate (10 mL), was added Fmoc leucine (133 mg, 0.38 mmol) and then stirred at room temperature for 12 h. The solids were filtered, washed with ethyl acetate (25 ml) and the combined filtrate was washed with 1.5 N HCl (25 mL), water (25 mL), brine (10 mL), dried over anhydrous Na2SO4. The organic layer wa... The reactants are C(#N)C1=CC=C(C=C1C1=C(C=C(C=C1)S(=O)(=O)CC)OC)B(O)O ((6-cyano-4′-(ethylsulfonyl)-2′-methoxy-[1,1-biphenyl]-3-yl)boronic acid), ClC=1C2=C(N=NC1)N(C=N2)CC (4-chloro-7-ethyl-7H-imidazo[4,5-c]pyridazine). The product is C(C)N1C=NC2=C1N=NC=C2C2=CC=C(C(=C2)C2=C(C=C(C=C2)S(=O)(=O)CC)OC)C#N (5-(7-Ethyl-7H-imidazo[4,5-c]pyridazin-4-yl)-4′-(ethylsulfonyl)-2′-methoxy-[1,1′-biphenyl]-2-carbonitrile). Yield: 10.0%. Reaction SMILES: [C:1]([C:3]1[C:8]([C:9]2[CH:14]=[CH:13][C:12]([S:15]([CH2:18][CH3:19])(=[O:17])=[O:16])=[CH:11][C:10]=2[O:20][CH3:21])=[CH:7][C:6](B(O)O)=[CH:5][CH:4]=1)#[N:2].Cl[C:26]1[C:27]2[N:34]=[CH:33][N:32]([CH2:35][CH3:36])[C:28]=2[N:29]=[N:30][CH:31]=1>>[CH2:35]([N:32]1[C:28]2[N:29]=[N:30][CH:31]=[C:26]([C:6]3[CH:7]=[C:8]([C:9]4[CH:14]=[CH:13][C:12]([S:15]([CH2:18][CH3:19])(=[O:17])=[O:16])=[CH:11][C:10]=4[O:20][CH3:21])[C:3]([C:1]#[N:2])=[CH:4][CH:5]=3)[C:27]=2[N:34]=[CH:33]1)[CH3:36]. Procedure details: Prepared according to the method described for Example 45 using (6-cyano-4′-(ethylsulfonyl)-2′-methoxy-[1,1-biphenyl]-3-yl)boronic acid (Preparation 67) and 4-chloro-7-ethyl-7H-imidazo[4,5-c]pyridazine (Preparation 8) to afford the title compound as a white solid in 10% yield, 10.1 mg. Starting materials: ClC=1C=CC=2CN(CCOC2N1)C(=O)OC(C)(C)C (tert-butyl 8-chloro-2,3-dihydropyrido[3,2-f][1,4]oxazepine-4(5H)-carboxylate), CC(C(C)O)(C)C (3,3-dimethylbutan-2-ol), [H-].[Na+] (sodium hydride), O (water). The reagents and catalysts are C=1C=CC(=CC1)/C=C/C(=O)/C=C/C2=CC=CC=C2.C=1C=CC(=CC1)/C=C/C(=O)/C=C/C2=CC=CC=C2.C=1C=CC(=CC1)/C=C/C(=O)/C=C/C2=CC=CC=C2.[Pd].[Pd] (Pd2(dba)3), C=1C=CC(=CC1)P(C=2C=CC=CC2)C3=CC=C4C=CC=CC4=C3C5=C6C=CC=CC6=CC=C5P(C=7C=CC=CC7)C=8C=CC=CC8 (BINAP). The solvent is C1(=CC=CC=C1)C (toluene), C1(=CC=CC=C1)C (toluene). Run at temperature 70 celsius, time 15 minute. Product: CC(C(C)(C)C)OC=1C=CC=2CN(CCOC2N1)C(=O)OC(C)(C)C (tert-butyl 8-(1,2,2-trimethylpropoxy)-2,3-dihydropyrido[3,2-f][1,4]oxazepine-4(5H)-carboxylate). Yield: 62.0%. Reaction SMILES: [CH3:1][C:2]([CH3:7])([CH3:6])[CH:3]([OH:5])[CH3:4].[H-].[Na+].Cl[C:11]1[CH:12]=[CH:13][C:14]2[CH2:15][N:16]([C:22]([O:24][C:25]([CH3:28])([CH3:27])[CH3:26])=[O:23])[CH2:17][CH2:18][O:19][C:20]=2[N:21]=1.O>C1(C)C=CC=CC=1.C1C=CC(/C=C/C(/C=C/C2C=CC=CC=2)=O)=CC=1.C1C=CC(/C=C/C(/C=C/C2C=CC=CC=2)=O)=CC=1.C1C=CC(/C=C/C(/C=C/C2C=CC=CC=2)=O)=CC=1.[Pd].[Pd].C1C=CC(P(C2C(C3C(P(C4C=CC=CC=4)C4C=CC=CC=4)=CC=C4C=3C=CC=C4)=C3C(C=CC=C3)=CC=2)C2C=CC=CC=2)=CC=1>[CH3:4][CH:3]([O:5][C:11]1[CH:12]=[CH:13][C:14]2[CH2:15][N:16]([C:22]([O:24][C:25]([CH3:28])([CH3:27])[CH3:26])=[O:23])[CH2:17][CH2:18][O:19][C:20]=2[N:21]=1)[C:2]([CH3:7])([CH3:6])[CH3:1] |f:1.2,6.7.8.9.10|. Reported procedure: To a solution of 3,3-dimethylbutan-2-ol (0.18 mL) in toluene (4 mL) was added sodium hydride (0.14 g), and the resulting mixture was stirred at 70° C. for 15 min under a nitrogen atmosphere. A mixture of tert-butyl 8-chloro-2,3-dihydropyrido[3,2-f][1,4]oxazepine-4(5H)-carboxylate (0.50 g), BINAP (0.033 g), Pd2(dba)3 (0.024 g) and toluene (4 mL) was added, and the resulting mixture was stirred at 100° C. for 2 hr under an argon atmosphere. The reaction solution was poured into water, and the resu...